From a dataset of the Open Reaction Database (ORD), a public repository of structured organic reaction records. describe an organic reaction: reactants, conditions, products, and yield The reactants are CO, C=Cc1ccc2c(c1)C13CCCCC1C(C2)N(C(=O)OC(C)(C)C)CC3, [H][H]. The product is CCc1ccc2c(c1)C13CCCCC1C(C2)N(C(=O)OC(C)(C)C)CC3. RXN SMILES: [CH3:29][OH:30].[CH:1](=[CH2:2])[c:3]1[cH:4][cH:5][c:6]2[c:15]([cH:16]1)[C:14]13[CH:9]([CH:8]([CH2:7]2)[N:19]([C:20](=[O:21])[O:22][C:23]([CH3:24])([CH3:25])[CH3:26])[CH2:18][CH2:17]1)[CH2:10][CH2:11][CH2:12][CH2:13]3.[H:27][H:28]>>[CH2:1]([CH3:2])[c:3]1[cH:4][cH:5][c:6]2[c:15]([cH:16]1)[C:14]13[CH:9]([CH:8]([CH2:7]2)[N:19]([C:20](=[O:21])[O:22][C:23]([CH3:24])([CH3:25])[CH3:26])[CH2:18][CH2:17]1)[CH2:10][CH2:11][CH2:12][CH2:13]3. As a reaction SMILES: [CH3:21][S:22]([CH3:23])=[O:24].[Cl:13][c:14]1[n:15][cH:16][cH:17][n:18][cH:19]1.[K+:12].[OH-:11].[OH2:20].[OH:1][c:2]1[c:3]2[cH:4][cH:5][nH:6][c:7]2[cH:8][cH:9][cH:10]1>>[O:1]([c:2]1[c:3]2[cH:4][cH:5][nH:6][c:7]2[cH:8][cH:9][cH:10]1)[c:14]1[n:15][cH:16][cH:17][n:18][cH:19]1. Product: c1cc(Oc2cnccn2)c2cc[nH]c2c1. Reactants: CS(C)=O, Clc1cnccn1, [K+], [OH-], O, Oc1cccc2[nH]ccc12. Starting materials: CN(C)C=O, CC(CCCCCCOS(C)(=O)=O)=C(F)F, [Na+], O, O=C([O-])O, O=C(O)c1cc2ccccc2s1. Product: CC(CCCCCCOC(=O)c1cc2ccccc2s1)=C(F)F. As a reaction SMILES: [CH3:1][N:2]([CH3:3])[CH:4]=[O:5].[CH3:6][S:7](=[O:8])(=[O:9])[O:10][CH2:11][CH2:12][CH2:13][CH2:14][CH2:15][CH2:16][C:17](=[C:18]([F:19])[F:20])[CH3:21].[Na+:34].[OH2:39].[OH:35][C:36](=[O:37])[O-:38].[s:22]1[c:23]2[c:24]([cH:25][c:26]1[C:27](=[O:28])[OH:29])[cH:30][cH:31][cH:32][cH:33]2>>[O:10]([CH2:11][CH2:12][CH2:13][CH2:14][CH2:15][CH2:16][C:17](=[C:18]([F:19])[F:20])[CH3:21])[C:27]([c:26]1[s:22][c:23]2[c:24]([cH:25]1)[cH:30][cH:31][cH:32][cH:33]2)=[O:28]. Reactants: CCOC=C(C#N)C#N, CCO, Nc1cc(C(F)(F)F)ccc1Cl. The product is N#CC(C#N)=CNc1cc(C(F)(F)F)ccc1Cl. As a reaction SMILES: [CH2:13]([O:14][CH:16]=[C:17]([C:18]#[N:19])[C:20]#[N:21])[CH3:15].[CH3:22][CH2:23][OH:24].[Cl:1][c:2]1[c:3]([NH2:4])[cH:5][c:6]([C:9]([F:10])([F:11])[F:12])[cH:7][cH:8]1>>[Cl:1][c:2]1[c:3]([NH:4][CH:16]=[C:17]([C:18]#[N:19])[C:20]#[N:21])[cH:5][c:6]([C:9]([F:10])([F:11])[F:12])[cH:7][cH:8]1. Starting materials: CO\C=C(\C=C\C(=O)OC)/C(=O)OC (dimethyl (2E,4Z)-4-(methoxymethylene)-2-pentenedioate), ClC1=C(C(=CC=C1)Cl)N ((2,6-dichlorophenyl)amine), C[Si]([N-][Si](C)(C)C)(C)C.[Li+] (lithium 1,1,1,3,3,3-hexamethyldisilazan-2-ide). The solvent is CCOC(=O)C (EtOAc), C1CCOC1 (THF), C1CCOC1 (THF), C1CCOC1 (THF). Conditions: time 30 minute. The product is ClC1=C(C(=CC=C1)Cl)N\C=C(\C=C\C(=O)OC)/C(=O)OC (dimethyl (2E,4Z)-4-{[(2,6-dichlorophenyl)amino]methylene}-2-pentenedioate). Yield: 38.8%. RXN SMILES: [Cl:1][C:2]1[CH:7]=[CH:6][CH:5]=[C:4]([Cl:8])[C:3]=1[NH2:9].C[Si](C)(C)[N-][Si](C)(C)C.[Li+].CO/[CH:22]=[C:23](\[C:30]([O:32][CH3:33])=[O:31])/[CH:24]=[CH:25]/[C:26]([O:28][CH3:29])=[O:27]>C1COCC1.CCOC(C)=O>[Cl:1][C:2]1[CH:7]=[CH:6][CH:5]=[C:4]([Cl:8])[C:3]=1[NH:9]/[CH:22]=[C:23](\[C:30]([O:32][CH3:33])=[O:31])/[CH:24]=[CH:25]/[C:26]([O:28][CH3:29])=[O:27] |f:1.2|. Reported procedure: To a solution of (2,6-dichlorophenyl)amine (12.8 g) in THF (73 mL) was added an 1 M THF solution of lithium 1,1,1,3,3,3-hexamethyldisilazan-2-ide (79.8 mL) at 0° C. under a nitrogen atmosphere, and the mixture was stirred at the same temperature for 30 min. To this solution was added a solution of dimethyl (2E,4Z)-4-(methoxymethylene)-2-pentenedioate (14.52 g) in THF (35 ml) at once, and the resulting mixture was stirred at 0° C. for 3 hr. The reaction mixture was diluted with EtOAc (150 mL) and...